Dataset: the Open Reaction Database (ORD), a public repository of structured organic reaction records. Task: describe an organic reaction: reactants, conditions, products, and yield The reactants are ethyl ester, O=C1C=COC2=C1C=CC(=C2)OCCCCCOC2=CC1=C(C(C=C(O1)C(=O)OCC)=O)C=C2 (7-[5-(4-oxo-4H-1-benzopyran-7-yloxy)pentyloxy]4-oxo-4H-1-benzopyran 2-carboxylic acid, ethyl ester), C([O-])(O)=O.[Na+] (sodium bicarbonate), O (water). The solvent is C(C)O (ethanol). Reaction conditions: time 30 minute. Product: O=C1C=COC2=C1C=CC(=C2)OCCCCCOC2=CC1=C(C(C=C(O1)C(=O)O)=O)C=C2 (7-[5-(4-Oxo-4H-1-benzopyran-7-yloxy)pentyloxy]4-oxo-4H-1-benzopyran-2-carboxylic acid). RXN SMILES: [O:1]=[C:2]1[C:7]2[CH:8]=[CH:9][C:10]([O:12][CH2:13][CH2:14][CH2:15][CH2:16][CH2:17][O:18][C:19]3[CH:34]=[CH:33][C:22]4[C:23](=[O:32])[CH:24]=[C:25]([C:27]([O:29]CC)=[O:28])[O:26][C:21]=4[CH:20]=3)=[CH:11][C:6]=2[O:5][CH:4]=[CH:3]1.C(=O)(O)[O-].[Na+].O>C(O)C>[O:1]=[C:2]1[C:7]2[CH:8]=[CH:9][C:10]([O:12][CH2:13][CH2:14][CH2:15][CH2:16][CH2:17][O:18][C:19]3[CH:34]=[CH:33][C:22]4[C:23](=[O:32])[CH:24]=[C:25]([C:27]([OH:29])=[O:28])[O:26][C:21]=4[CH:20]=3)=[CH:11][C:6]=2[O:5][CH:4]=[CH:3]1 |f:1.2|. Procedure details: A mixture of 5 parts of the ethyl ester from (b), 5 parts of sodium bicarbonate, 70 parts by volume of water and 20 parts by volume of ethanol was warmed and stirred on a steam bath for 30 min. The cooled aqueous solution on acidification gave 4.6 parts of the required acid, m.p. 228°-232° C. The reactants are ClC1=NC(=NC=C1)N1C=NC=C1 (4-chloro-2-(1-imidazolyl)pyrimidine), [Na] (sodium), CO (methanol). Yields the product N1(C=NC=C1)C1=NC=CC(=N1)OC (2-(1-imidazolyl)-4-methoxypyrimidine). As a reaction SMILES: Cl[C:2]1[CH:7]=[CH:6][N:5]=[C:4]([N:8]2[CH:12]=[CH:11][N:10]=[CH:9]2)[N:3]=1.[Na].[CH3:14][OH:15]>>[N:8]1([C:4]2[N:3]=[C:2]([O:15][CH3:14])[CH:7]=[CH:6][N:5]=2)[CH:12]=[CH:11][N:10]=[CH:9]1 |^1:12|. Procedure: Following the procedure of Example 15, 180 mg of 4-chloro-2-(1-imidazolyl)pyrimidine were reacted with 23 mg of sodium metal and 2 ml of anhydrous methanol was carried out to yield 134 mg of 2-(1-imidazolyl)-4-methoxypyrimidine, having a melting point of 78°-79° C., recrystallized from a mixture of n-hexane and ethyl acetate. Yields the product COC1=CC=C(C(CSC2=NN=CN2CCCC)=O)C=C1 (3-(p-methoxy-phenacylmercapto)-4-n-butyl-1,2,4-triazole). As a reaction SMILES: [SH:1][C:2]1[N:6]([CH2:7][CH2:8][CH2:9][CH3:10])[CH:5]=[N:4][N:3]=1.[OH-].[Na+].Br[CH2:14][C:15]([C:17]1[CH:22]=[CH:21][C:20]([O:23][CH3:24])=[CH:19][CH:18]=1)=[O:16]>CO>[CH3:24][O:23][C:20]1[CH:21]=[CH:22][C:17]([C:15](=[O:16])[CH2:14][S:1][C:2]2[N:6]([CH2:7][CH2:8][CH2:9][CH3:10])[CH:5]=[N:4][N:3]=2)=[CH:18][CH:19]=1 |f:1.2|. Reactants: SC1=NN=CN1CCCC (3-mercapto-4-n-butyl-1,2,4-triazole), BrCC(=O)C1=CC=C(C=C1)OC (α-bromo-p-methoxyacetophenone), [OH-].[Na+] (sodium hydroxide). Solvent: CO (methanol). Reported procedure: To a solution of 3-mercapto-4-n-butyl-1,2,4-triazole (10 g. or 0.063 mole) and sodium hydroxide (2.55 g. or 0.0637 mole) in 200 ml. of methanol was added α-bromo-p-methoxyacetophenone (15.3 g. or 0.067 mole). The reaction mixture was heated at reflux for 16 hours and the solvent removed in vacuum to leave a solid residue. The solid was washed with water and recrystallized from benzene-hexane to give 3-(p-methoxy-phenacylmercapto)-4-n-butyl-1,2,4-triazole melting at 79°-82° C. The structure was c... Starting materials: hydrochloride salt, FC1=CC2=C(N(C(=N2)C)[C@H]2CC[C@H](CC2)N)C=C1 (cis-4-(5-fluoro-2-methyl-benzoimidazol-1-yl)-cyclohexylamine), C(=O)[C@H]1CC2=CC=C(C=C2C1)C#N ((S)-2-formyl-indan-5-carbonitrile). The product is FC1=CC2=C(N(C(=N2)C)[C@H]2CC[C@H](CC2)NC[C@H]2CC3=CC=C(C=C3C2)C#N)C=C1 (cis-(S)-2-{[4-(5-Fluoro-2-methyl-benzoimidazol-1-yl)-cyclohexylamino]-methyl}-indan-5-carbonitrile). As a reaction SMILES: [F:1][C:2]1[CH:18]=[CH:17][C:5]2[N:6]([C@@H:10]3[CH2:15][CH2:14][C@H:13]([NH2:16])[CH2:12][CH2:11]3)[C:7]([CH3:9])=[N:8][C:4]=2[CH:3]=1.[CH:19]([C@@H:21]1[CH2:29][C:28]2[C:23](=[CH:24][CH:25]=[C:26]([C:30]#[N:31])[CH:27]=2)[CH2:22]1)=O>>[F:1][C:2]1[CH:18]=[CH:17][C:5]2[N:6]([C@@H:10]3[CH2:11][CH2:12][C@H:13]([NH:16][CH2:19][C@@H:21]4[CH2:29][C:28]5[C:23](=[CH:24][CH:25]=[C:26]([C:30]#[N:31])[CH:27]=5)[CH2:22]4)[CH2:14][CH2:15]3)[C:7]([CH3:9])=[N:8][C:4]=2[CH:3]=1. Procedure details: This compound was prepared from the hydrochloride salt of cis-4-(5-fluoro-2-methyl-benzoimidazol-1-yl)-cyclohexylamine and (S)-2-formyl-indan-5-carbonitrile through the same reductive amination method described previously. LC-MS showed a single peak, C25H27FN4 (m/e) calcd 402.2220, obsd 403.2 (M+H). 1H-NMR (CD3OD) □ 7.82 (q, 1H), 7.56 (s, 1H), 7.48 (d, 1H), 7.39 (d, 1H), 7.22 (d, 1H), 6.99 (t, 1H), 4.37 (m, 1H), 3.25 (m, 2H), 2.96 (br s, 1H), 2.65-2.90 (m, 7H), 2.61 (s, 3H), 1.99 (br d, 2H), 1.7... Reactants: O=C([O-])[O-], COc1cc(OC)nc(S)n1, COC(C)(C)C(OS(C)(=O)=O)C(=O)O, CN(C)C=O, Cl, [K+], [K+]. Product: COc1cc(OC)nc(SC(C(=O)O)C(C)(C)OC)n1. As a reaction SMILES: [C:26](=[O:27])([O-:28])[O-:29].[CH3:15][O:16][c:17]1[n:18][c:19]([SH:25])[n:20][c:21]([O:23][CH3:24])[cH:22]1.[CH3:1][O:2][C:3]([CH:4]([C:5](=[O:6])[OH:7])[O:8][S:9]([CH3:10])(=[O:11])=[O:12])([CH3:13])[CH3:14].[CH3:33][N:34]([CH3:35])[CH:36]=[O:37].[ClH:32].[K+:30].[K+:31]>>[CH3:1][O:2][C:3]([CH:4]([C:5](=[O:6])[OH:7])[S:25][c:19]1[n:18][c:17]([O:16][CH3:15])[cH:22][c:21]([O:23][CH3:24])[n:20]1)([CH3:13])[CH3:14]. Starting materials: C(C)(C)(C)OC(NC1=C(C=C(C(=C1)OC)N1C(=CC=C1)C(C)(C)C)[N+](=O)[O-])=O ([4-(2-tert.-butyl-pyrrol-1-yl)-5-methoxy-2-nitro-phenyl]-carbamic acid tert.-butyl ester). The reagents and catalysts are [Pd] (Pd/C). Yields the product C(C)(C)(C)OC(NC1=C(C=C(C(=C1)OC)N1C(=CC=C1)C(C)(C)C)N)=O ([2-Amino-4-(2-tert.-butyl-pyrrol-1-yl)-5-methoxy-phenyl]-carbamic Acid tert.-Butyl Ester), gum. RXN SMILES: [C:1]([O:5][C:6](=[O:28])[NH:7][C:8]1[CH:13]=[C:12]([O:14][CH3:15])[C:11]([N:16]2[CH:20]=[CH:19][CH:18]=[C:17]2[C:21]([CH3:24])([CH3:23])[CH3:22])=[CH:10][C:9]=1[N+:25]([O-])=O)([CH3:4])([CH3:3])[CH3:2]>[Pd]>[C:1]([O:5][C:6](=[O:28])[NH:7][C:8]1[CH:13]=[C:12]([O:14][CH3:15])[C:11]([N:16]2[CH:20]=[CH:19][CH:18]=[C:17]2[C:21]([CH3:24])([CH3:23])[CH3:22])=[CH:10][C:9]=1[NH2:25])([CH3:4])([CH3:2])[CH3:3]. Procedure details: The title compound was prepared from [4-(2-tert.-butyl-pyrrol-1-yl)-5-methoxy-2-nitro-phenyl]-carbamic acid tert.-butyl ester (Example A5) (513 mg, 1.32 mmol) by hydrogenation with 10% Pd/C according to the general procedure J (method a). Obtained as a light brown gum (110 mg). The reactants are [C-]#N.[K+] (potassium cyanide), ClC=1C(C=2C=CC=NC2C(C1Cl)=O)=O (6,7-Dichloro-5,8-quinolinedione), OC=1C=CC=C2C=CC=NC12 (8-hydroxyquinoline). Solvent: O (water), C1CCOC1.CO (THF methanol). Conditions: time 2 minute. Yields the product ClC=1C(C=2C=CC=NC2C(C1Cl)=O)=O (6,7-Dichloro-5,8-quinolinedione), C(#N)C=1C(=C2C=CC=NC2=C(C1C#N)O)O (6,7-dicyano-5,8-dihydroxyquinoline). Yield: 69.0%. Reaction SMILES: OC1C=CC=C2[C:11]=1[N:10]=CC=C2.[C-:12]#[N:13].[K+].[Cl:15][C:16]1[C:17](=[O:28])[C:18]2[CH:19]=[CH:20][CH:21]=[N:22][C:23]=2[C:24](=[O:27])[C:25]=1[Cl:26]>O.C1COCC1.CO>[Cl:15][C:16]1[C:17](=[O:28])[C:18]2[CH:19]=[CH:20][CH:21]=[N:22][C:23]=2[C:24](=[O:27])[C:25]=1[Cl:26].[C:12]([C:16]1[C:17]([OH:28])=[C:18]2[C:23](=[C:24]([OH:27])[C:25]=1[C:11]#[N:10])[N:22]=[CH:21][CH:20]=[CH:19]2)#[N:13] |f:1.2,5.6|. Procedure details: 6,7-Dichloro-5,8-quinolinedione 2 was prepared in low yield from commercially available 8-hydroxyquinoline 1 by modification of a literature procedure (Shaikh, I. A.; Johnson, F.; Grollman, A. P. J. Med. Chem. 1986, 29, 1329). A solution of potassium cyanide (1.02 g; 16 mmol) in water (3 mL) was added to a boiling solution of the dichloroquinone 2 (794 mg; 3.48 mmol) in THF/methanol (1:1, 40 mL) and heating was continued for a further 2 min. The reaction mixture was concentrated to half-volume a... Reactants: FC1(CCC(CC1)CNC1=C(C=C(C=C1)NC(OC)=O)[N+](=O)[O-])F (methyl (4-{[(4,4-difluorocyclohexyl)methyl]amino}-3-nitrophenyl)carbamate). The reagents and catalysts are [Pd] (Pd/C). Solvent: CCOC(=O)C (EtOAc). Product: NC=1C=C(C=CC1NCC1CCC(CC1)(F)F)NC(OC)=O (Methyl (3-amino-4-{[(4,4-difluorocyclohexyl)methyl]amino}phenyl)carbamate). As a reaction SMILES: [F:1][C:2]1([F:24])[CH2:7][CH2:6][CH:5]([CH2:8][NH:9][C:10]2[CH:15]=[CH:14][C:13]([NH:16][C:17](=[O:20])[O:18][CH3:19])=[CH:12][C:11]=2[N+:21]([O-])=O)[CH2:4][CH2:3]1>CCOC(C)=O.[Pd]>[NH2:21][C:11]1[CH:12]=[C:13]([NH:16][C:17](=[O:20])[O:18][CH3:19])[CH:14]=[CH:15][C:10]=1[NH:9][CH2:8][CH:5]1[CH2:6][CH2:7][C:2]([F:24])([F:1])[CH2:3][CH2:4]1. Procedure details: Following the same procedure as in Step D of Example 4 using methyl (4-{[(4,4-difluorocyclohexyl)methyl]amino}-3-nitrophenyl)carbamate (200 mg, 0.583 mmol) and a catalytic amount of 10% Pd/C in 20 mL of EtOAc. Yield: 185 mg (99%). MS (ESI) (M+H)+ 314.29. The reactants are O=C(O)c1cncc(Br)c1, CNOC, ClCCl, Cl, O, O=S(Cl)Cl, c1ccncc1. Yields the product CON(C)C(=O)c1cncc(Br)c1. As a reaction SMILES: [Br:1][c:2]1[cH:3][n:4][cH:5][c:6]([C:7](=[O:8])[OH:9])[cH:10]1.[CH3:18][O:19][NH:20][CH3:21].[Cl:27][CH2:28][Cl:29].[ClH:17].[OH2:22].[S:23]([Cl:24])([Cl:25])=[O:26].[cH:11]1[cH:12][cH:13][n:14][cH:15][cH:16]1>>[Br:1][c:2]1[cH:3][n:4][cH:5][c:6]([C:7](=[O:8])[N:20]([O:19][CH3:18])[CH3:21])[cH:10]1.